Dataset: the Open Reaction Database (ORD), a public repository of structured organic reaction records. Task: describe an organic reaction: reactants, conditions, products, and yield Reactants: ICC1(CC=2C(=C(C=3CC(N(C3C2C)C=O)(C)C)C)O1)C (2,3,6,7-tetrahydro-2-(iodomethyl)-2,4,6,6,8-pentamethyl-5H-furo[2,3-f]indole-5-carbaldehyde), Cl (hydrochloric acid), C(O)([O-])=O.[Na+] (sodium hydrogen carbonate), O.C(C)(=O)OCC (water ethyl acetate). Run in CO (methanol). Yields the product ICC1(CC=2C(=C(C=3CC(NC3C2C)(C)C)C)O1)C (3,5,6,7-Tetrahydro-2-(iodomethyl)-2,4,6,6,8-pentamethyl-2H-furo[2,3-f]indole). Yield: 97.8%. Reaction SMILES: [I:1][CH2:2][C:3]1([CH3:21])[O:20][C:6]2=[C:7]([CH3:19])[C:8]3[CH2:9][C:10]([CH3:18])([CH3:17])[N:11](C=O)[C:12]=3[C:13]([CH3:14])=[C:5]2[CH2:4]1.Cl.C(=O)([O-])O.[Na+].O.C(OCC)(=O)C>CO>[I:1][CH2:2][C:3]1([CH3:21])[O:20][C:6]2=[C:7]([CH3:19])[C:8]3[CH2:9][C:10]([CH3:17])([CH3:18])[NH:11][C:12]=3[C:13]([CH3:14])=[C:5]2[CH2:4]1 |f:2.3,4.5|. Reported procedure: To a solution of 2,3,6,7-tetrahydro-2-(iodomethyl)-2,4,6,6,8-pentamethyl-5H-furo[2,3-f]indole-5-carbaldehyde (2.42 g, 6.06 mmol) in methanol (10 ml) was added concentrated hydrochloric acid (3 ml), and heated under reflux for 2.5 hours under nitrogen atmosphere. The reaction mixture was added dropwise to a mixture of sodium hydrogen carbonate (3.7 g, 44 mmol) with water-ethyl acetate, neutralized and extracted three times with ethyl acetate. The organic layers were combined, washed with water an... The reactants are C1(=CC=CC=C1)[C@H]1OC1 ((R)-phenyloxirane), C(C)OC(=O)N1CCNCC1 (ethyl-N-piperazine carboxylate). Solvent: C(C)O (ethyl alcohol). Yields the product C(C)OC(=O)N1CCN(CC1)[C@H](CO)C1=CC=CC=C1 ((S)-4-(2-Hydroxy-1-phenyl-ethyl)-piperazine-1-carboxylic acid ethyl ester). Isolated yield 25.3%. RXN SMILES: [C:1]1([C@@H:7]2[CH2:9][O:8]2)[CH:6]=[CH:5][CH:4]=[CH:3][CH:2]=1.[CH2:10]([O:12][C:13]([N:15]1[CH2:20][CH2:19][NH:18][CH2:17][CH2:16]1)=[O:14])[CH3:11]>C(O)C>[CH2:10]([O:12][C:13]([N:15]1[CH2:16][CH2:17][N:18]([C@@H:7]([C:1]2[CH:6]=[CH:5][CH:4]=[CH:3][CH:2]=2)[CH2:9][OH:8])[CH2:19][CH2:20]1)=[O:14])[CH3:11]. Procedure details: In a round-bottomed flask fitted with a reflux condenser and a thermometer, 15 g (125 mmoles) of (R)-phenyloxirane, 19.75 g (125 mmoles, 18.3 ml) of ethyl-N-piperazine carboxylate, and 80 ml of ethyl alcohol were introduced. The mixture was heated at reflux for 3 hours. Volatile substances were removed under reduced pressure and the resulting mixture was purified by chromatography on silica gel (eluent: CH2Cl2/MeOH/aqueous ammonia 98.5/1.5/0.5 (v/v/v)), affording 8.8 g of (S)-4-(2-Hydroxy-1-phen... Starting materials: C1(=CC=CC=C1)CC(=O)NCCC1=CC=C(C=C1)C1=CC=C(C=C1)O (4-[2-(phenyl-acetamido)-ethyl]-4' -hydroxy-biphenyl), BrC(C(=O)OCC)(C)C (ethyl 2-bromo-2methyl-propionate). Product: CC(C(=O)OCC)(C)OC1=CC=C(C=C1)C1=CC=C(C=C1)CCNC(CC1=CC=CC=C1)=O (Ethyl 2-Methyl-2-{4-[2-(phenyl-acetamido)-ethyl]-biphenyl-4'-oxy}-propionate). The yield is 26.0%. RXN SMILES: [C:1]1([CH2:7][C:8]([NH:10][CH2:11][CH2:12][C:13]2[CH:18]=[CH:17][C:16]([C:19]3[CH:24]=[CH:23][C:22]([OH:25])=[CH:21][CH:20]=3)=[CH:15][CH:14]=2)=[O:9])[CH:6]=[CH:5][CH:4]=[CH:3][CH:2]=1.Br[C:27]([CH3:34])([CH3:33])[C:28]([O:30][CH2:31][CH3:32])=[O:29]>>[CH3:33][C:27]([O:25][C:22]1[CH:23]=[CH:24][C:19]([C:16]2[CH:17]=[CH:18][C:13]([CH2:12][CH2:11][NH:10][C:8](=[O:9])[CH2:7][C:1]3[CH:2]=[CH:3][CH:4]=[CH:5][CH:6]=3)=[CH:14][CH:15]=2)=[CH:20][CH:21]=1)([CH3:34])[C:28]([O:30][CH2:31][CH3:32])=[O:29]. Procedure details: Ethyl 2-Methyl-2-{4-[2-(phenyl-acetamido)-ethyl]-biphenyl-4'-oxy}-propionate was prepared from 4-[2-(phenyl-acetamido)-ethyl]-4' -hydroxy-biphenyl and ethyl 2-bromo-2methyl-propionate analogous to Example 1. Yield: 26% of theory; m.p. <20° C. Reactants: COC(=O)c1nn(-c2c(Cl)cc(C(F)(F)F)cc2Cl)c(O)c1SC(F)(F)F, [H-], [Na+], C1COCCO1, CCOS(=O)(=O)OCC. Product: CCOc1c(SC(F)(F)F)c(C(=O)OC)nn1-c1c(Cl)cc(C(F)(F)F)cc1Cl. RXN SMILES: [Cl:1][c:2]1[c:3](-[n:13]2[n:14][c:15]([C:24](=[O:25])[O:26][CH3:27])[c:16]([S:19][C:20]([F:21])([F:22])[F:23])[c:17]2[OH:18])[c:4]([Cl:12])[cH:5][c:6]([C:8]([F:9])([F:10])[F:11])[cH:7]1.[H-:37].[Na+:38].[O:39]1[CH2:40][CH2:41][O:42][CH2:43][CH2:44]1.[S:28]([O:29][CH2:30][CH3:31])([O:34][CH2:32][CH3:33])(=[O:35])=[O:36]>>[Cl:1][c:2]1[c:3](-[n:13]2[n:14][c:15]([C:24](=[O:25])[O:26][CH3:27])[c:16]([S:19][C:20]([F:21])([F:22])[F:23])[c:17]2[O:18][CH2:32][CH3:33])[c:4]([Cl:12])[cH:5][c:6]([C:8]([F:9])([F:10])[F:11])[cH:7]1. Reactants: FC=1C=NC=C(C=O)C1 (5-fluoronicotinaldehyde), [Si](C)(C)(C(C)(C)C)OCCNC=1C(=CC(=C(C1)F)F)N (N1-(2-(tert-butyldimethylsilyloxy)ethyl)-4,5-difluorobenzene-1,2-diamine), CN(C)C=O (DMF), OOS(=O)[O-].[K+] (OXONE). The solvent is O (water). Conditions: time 3 hour. The product is FC1=CC2=C(N(C(=N2)C=2C=NC=C(C2)F)CCO)C=C1F (2-[5,6-difluoro-2-(5-fluoropyridin-3-yl)-1H-benzimidazol-1-yl]ethanol). Reaction SMILES: [Si]([O:8][CH2:9][CH2:10][NH:11][C:12]1[C:13]([NH2:20])=[CH:14][C:15]([F:19])=[C:16]([F:18])[CH:17]=1)(C(C)(C)C)(C)C.CN(C=O)C.OOS([O-])=O.[K+].[F:32][C:33]1[CH:34]=[N:35][CH:36]=[C:37]([CH:40]=1)[CH:38]=O>O>[F:19][C:15]1[C:16]([F:18])=[CH:17][C:12]2[N:11]([CH2:10][CH2:9][OH:8])[C:38]([C:37]3[CH:36]=[N:35][CH:34]=[C:33]([F:32])[CH:40]=3)=[N:20][C:13]=2[CH:14]=1 |f:2.3|. Reported procedure: To a stirred solution of N1-(2-(tert-butyldimethylsilyloxy)ethyl)-4,5-difluorobenzene-1,2-diamine (38; 0.09 g, 0.0003 mol) in the mixture of DMF (3 ml) and water (0.3 ml) was added OXONE® (0.218 g, 0.0004 mol) and followed by 5-fluoronicotinaldehyde (0.041 g, 0.0003 mol) was added portion wise under cooling condition with constant stirring. The reaction mixture was allowed to stir at room temperature for 3 h. The reaction mixture was concentrated and diluted with cold water (10 ml) and extracted...